This data is from the Open Reaction Database (ORD), a public repository of structured organic reaction records. The task is: describe an organic reaction: reactants, conditions, products, and yield Starting materials: COC1=C(C=CC=C1)S(=O)(=O)OC1=CC=C2C(C(=CN3C(CCC1=C23)C)C(=O)O)=O (8-(o-methoxybenzenesulfonyloxy)-5-methyl-6,7-dihydro-1-oxo-1H,5H-benzo[ij]quinolizine-2-carboxylic acid), N1CCNCC1 (piperazine). The solvent is CS(=O)C (dimethyl sulfoxide). Product: N1(CCNCC1)C1=CC=C2C(C(=CN3C(CCC1=C23)C)C(=O)O)=O (8-(1-piperazinyl)-5-methyl-6,7-dihydro-1-oxo-1H,5H-benzo[ij]quinolizine-2-carboxylic acid). The yield is 15.8%. As a reaction SMILES: COC1C=CC=CC=1S(O[C:13]1[C:24]2=[C:25]3[N:20]([CH:21]([CH3:26])[CH2:22][CH2:23]2)[CH:19]=[C:18]([C:27]([OH:29])=[O:28])[C:17](=[O:30])[C:16]3=[CH:15][CH:14]=1)(=O)=O.[NH:31]1[CH2:36][CH2:35][NH:34][CH2:33][CH2:32]1>CS(C)=O>[N:31]1([C:13]2[C:24]3=[C:25]4[N:20]([CH:21]([CH3:26])[CH2:22][CH2:23]3)[CH:19]=[C:18]([C:27]([OH:29])=[O:28])[C:17](=[O:30])[C:16]4=[CH:15][CH:14]=2)[CH2:36][CH2:35][NH:34][CH2:33][CH2:32]1. Procedure details: 20.7 g of 8-(o-methoxybenzenesulfonyloxy)-5-methyl-6,7-dihydro-1-oxo-1H,5H-benzo[ij]quinolizine-2-carboxylic acid and 12.9 g of piperazine were added to 200 ml of anhydrous dimethyl sulfoxide and the mixture was heated in autoclave under flow of nitrogen at 10 atm. at a temperature of 150° to 160° C. for 18 hours while stirring. Treatment in an analogous manner as in Example 17 gave 2.5 g of 8-(1-piperazinyl)-5-methyl-6,7-dihydro-1-oxo-1H,5H-benzo[ij]quinolizine-2-carboxylic acid as white amorph... RXN SMILES: [F:1][C:2]([F:13])([F:12])[C:3]1[CH:7]=[CH:6][NH:5][C:4]=1[C:8]([O:10][CH3:11])=O.[Br:14][C:15]1[CH:20]=[CH:19][C:18](B(O)O)=[CH:17][CH:16]=1.[CH3:24][C:25]1[C:30]([CH3:31])=[C:29]([OH:32])[CH:28]=[CH:27][C:26]=1[CH2:33][CH2:34]C(OCC)=O>>[Br:14][C:15]1[CH:20]=[CH:19][C:18]([N:5]2[CH:6]=[CH:7][C:3]([C:2]([F:13])([F:12])[F:1])=[C:4]2[CH2:8][O:10][C:11]2[CH:34]=[CH:33][C:26]([CH2:27][CH2:28][CH2:29][OH:32])=[C:25]([CH3:24])[C:30]=2[CH3:31])=[CH:17][CH:16]=1. The product is BrC1=CC=C(C=C1)N1C(=C(C=C1)C(F)(F)F)COC1=C(C(=C(C=C1)CCCO)C)C (3-(4-{[1-(4-Bromophenyl)-3-(trifluoromethyl)-1H-pyrrol-2-yl]methoxy}-2,3-dimethylphenyl)propan-1-ol). Procedure details: The title compound was prepared by (a) reacting the product prepared in Step B of Example 1 and 4-bromophenylboronic acid according to the procedure described in Example 1, Step C, (b) then reacting the resulting product according to the procedure in Example 1, Step D, (c) then reacting the resulting product with ethyl 3-(2,3-dimethyl-4-hydroxyphenyl)propanoate according to the procedure in Example 1, Step E, and Example 2. Starting materials: ( a ), ( b ), ( c ), FC(C1=C(NC=C1)C(=O)OC)(F)F (methyl 3-(trifluoromethyl)-1H-pyrrole-2-carboxylate), BrC1=CC=C(C=C1)B(O)O (4-bromophenylboronic acid), CC1=C(C=CC(=C1C)O)CCC(=O)OCC (ethyl 3-(2,3-dimethyl-4-hydroxyphenyl)propanoate).